Dataset: the Open Reaction Database (ORD), a public repository of structured organic reaction records. Task: describe an organic reaction: reactants, conditions, products, and yield Reactants: ( d ), CN(C=CC(=O)C=1C=NC=CC1)C (3-(dimethylamino)-1-(3-pyridinyl)-prop-2-en-1-one), [N+](=O)(O)[O-].CC1=C(C=C(C=C1)[N+](=O)[O-])NC(=N)N (1-(2-methyl-5-nitrophenyl)guanidine nitrate). The product is [N+](=O)([O-])C=1C=CC(=C(C1)NC1=NC=CC(=N1)C=1C=NC=CC1)C (N-(5-nitro-2-methylphenyl)-4-(3-pyridinyl)-2-pyrimidineamine). As a reaction SMILES: CN(C)[CH:3]=[CH:4][C:5]([C:7]1[CH:8]=[N:9][CH:10]=[CH:11][CH:12]=1)=O.[N+]([O-])(O)=O.[CH3:18][C:19]1[CH:24]=[CH:23][C:22]([N+:25]([O-:27])=[O:26])=[CH:21][C:20]=1[NH:28][C:29]([NH2:31])=[NH:30]>>[N+:25]([C:22]1[CH:23]=[CH:24][C:19]([CH3:18])=[C:20]([NH:28][C:29]2[N:31]=[C:5]([C:7]3[CH:8]=[N:9][CH:10]=[CH:11][CH:12]=3)[CH:4]=[CH:3][N:30]=2)[CH:21]=1)([O-:27])=[O:26] |f:1.2|. Procedure: The invention provides a process for preparation of imatinib base and pharmaceutically acceptable acid addition salts thereof, comprising (a) reacting 2-methyl-5-nitroaniline with cyanamide in the presence of hydrochloric acid to obtain 1-(2-methyl-5-nitrophenyl)guanidine hydrochloride; (b) converting 1-(2-methyl-5-nitrophenyl)guanidine hydrochloride to 1-(2-methyl-5-nitrophenyl)guanidine nitrate; (c) condensing 3-acetylpyridine with N,N-dimethylformamide dimethyl acetal to obtain 3-(dimethylami... Procedure: 3-Quinolinehexanamine was prepared in the same manner as described in Example 110, starting from 4.4 g of 2-[6-(3-quinolinyl)hexyl]-1H-isoindole-1,3(2H)-dione and 2.5 g of hydrazine hydrate in 60 ml of ethanol. The crude product was evaporatively distilled to give 2.5 g (89%) of 3-quinolinehexanamine, bp 144°-155° C./0.1 mm. Bis picrate mp 225°-226° C. The yield is 89.2%. Run in C(C)O (ethanol). Starting materials: N1=CC(=CC2=CC=CC=C12)CCCCCCN1C(C2=CC=CC=C2C1=O)=O (2-[6-(3-quinolinyl)hexyl]-1H-isoindole-1,3(2H)-dione), O.NN (hydrazine hydrate). Product: N1=CC(=CC2=CC=CC=C12)CCCCCCN (3-quinolinehexanamine). As a reaction SMILES: [N:1]1[C:10]2[C:5](=[CH:6][CH:7]=[CH:8][CH:9]=2)[CH:4]=[C:3]([CH2:11][CH2:12][CH2:13][CH2:14][CH2:15][CH2:16][N:17]2C(=O)C3C(=CC=CC=3)C2=O)[CH:2]=1.O.NN>C(O)C>[N:1]1[C:10]2[C:5](=[CH:6][CH:7]=[CH:8][CH:9]=2)[CH:4]=[C:3]([CH2:11][CH2:12][CH2:13][CH2:14][CH2:15][CH2:16][NH2:17])[CH:2]=1 |f:1.2|. The reactants are O=C([O-])[O-], COC(=O)c1ccc(S(F)(F)(F)(F)F)cc1Cl, [Cs+], [Cs+], Oc1ccc(F)cc1, CN(C)C=O. Product: COC(=O)c1ccc(S(F)(F)(F)(F)F)cc1Oc1ccc(F)cc1. As a reaction SMILES: [C:26](=[O:27])([O-:28])[O-:29].[Cl:1][c:2]1[c:3]([C:4](=[O:5])[O:6][CH3:7])[cH:8][cH:9][c:10]([S:12]([F:13])([F:14])([F:15])([F:16])[F:17])[cH:11]1.[Cs+:30].[Cs+:31].[F:18][c:19]1[cH:20][cH:21][c:22]([OH:25])[cH:23][cH:24]1.[O:32]=[CH:33][N:34]([CH3:35])[CH3:36]>>[c:2]1([O:25][c:22]2[cH:21][cH:20][c:19]([F:18])[cH:24][cH:23]2)[c:3]([C:4](=[O:5])[O:6][CH3:7])[cH:8][cH:9][c:10]([S:12]([F:13])([F:14])([F:15])([F:16])[F:17])[cH:11]1. Reactants: CCC1(C(=O)OC)CN(C(=O)OC(C)(C)C)CCN1C(=O)OCc1ccccc1, CC(=O)O, CO. Yields the product CCC1(C(=O)OC)CN(C(=O)OC(C)(C)C)CCN1. As a reaction SMILES: [CH2:1]([CH3:2])[C:3]1([C:26](=[O:27])[O:28][CH3:29])[N:4]([C:16]([O:17][CH2:18][c:19]2[cH:20][cH:21][cH:22][cH:23][cH:24]2)=[O:25])[CH2:5][CH2:6][N:7]([C:9](=[O:10])[O:11][C:12]([CH3:13])([CH3:14])[CH3:15])[CH2:8]1.[CH3:30][C:31](=[O:32])[OH:33].[CH3:34][OH:35]>>[CH2:1]([CH3:2])[C:3]1([C:26](=[O:27])[O:28][CH3:29])[NH:4][CH2:5][CH2:6][N:7]([C:9](=[O:10])[O:11][C:12]([CH3:13])([CH3:14])[CH3:15])[CH2:8]1. Reactants: CC1=CC=C(C=C1)[C@@H]1CC[C@H](CC1)[C@@H]1CC[C@H](CC1)C1CC(O1)=O (4-(trans-4-(trans-4-(4-methyl-phenyl)cyclohexyl)cyclohexyl)-2-oxetanone). Run in CCCCCCC (heptane). Conditions: temperature 170 celsius. Product: C(=C)[C@@H]1CC[C@H](CC1)[C@@H]1CC[C@H](CC1)C1=CC=C(C=C1)C (trans-1-ethenyl-4-(trans-4-(4-methylphenyl)cyclohexyl)-cyclohexane). The yield is 92.4%. As a reaction SMILES: [CH3:1][C:2]1[CH:7]=[CH:6][C:5]([C@H:8]2[CH2:13][CH2:12][C@H:11]([C@H:14]3[CH2:19][CH2:18][C@H:17]([CH:20]4OC(=O)[CH2:21]4)[CH2:16][CH2:15]3)[CH2:10][CH2:9]2)=[CH:4][CH:3]=1>CCCCCCC>[CH:20]([C@H:17]1[CH2:16][CH2:15][C@H:14]([C@H:11]2[CH2:12][CH2:13][C@H:8]([C:5]3[CH:4]=[CH:3][C:2]([CH3:1])=[CH:7][CH:6]=3)[CH2:9][CH2:10]2)[CH2:19][CH2:18]1)=[CH2:21]. Procedure details: 4-(trans-4-(trans-4-(4-Methylphenyl)cyclohexyl)-cyclohexyl)-2-oxetanone (3 g, 9.2 mmol) obtained in Example 8 was placed in a reactor, the interior of which was then sufficiently replaced by nitrogen. The reactor was heated, and after heating to 170° C. for 3 hours, it was cooled to room temperature. The resulting solid was dissolved in heptane and purified with silica gel chromatography to provide trans-1-ethenyl-4-(trans-4-(4-methylphenyl)cyclohexyl)-cyclohexane (2.4 g, 8.5 mmol, yield: 89%).